Dataset: the Open Reaction Database (ORD), a public repository of structured organic reaction records. Task: describe an organic reaction: reactants, conditions, products, and yield Reactants: COC(C)(C)C, COC(=O)C(CSc1ccc(Br)cc1N)NC(=O)OC(C)(C)C, [Na+], [OH-]. The product is CC(C)(C)OC(=O)NC(CSc1ccc(Br)cc1N)C(=O)O. RXN SMILES: [C:26]([O:27][CH3:28])([CH3:29])([CH3:30])[CH3:31].[CH3:1][O:2][C:3]([CH:4]([NH:5][C:6](=[O:7])[O:8][C:9]([CH3:10])([CH3:11])[CH3:12])[CH2:13][S:14][c:15]1[c:16]([NH2:22])[cH:17][c:18]([Br:21])[cH:19][cH:20]1)=[O:23].[Na+:25].[OH-:24]>>[O:2]=[C:3]([CH:4]([NH:5][C:6](=[O:7])[O:8][C:9]([CH3:10])([CH3:11])[CH3:12])[CH2:13][S:14][c:15]1[c:16]([NH2:22])[cH:17][c:18]([Br:21])[cH:19][cH:20]1)[OH:23]. Reactants: O=[N+]([O-])c1ccc(Br)cn1, O=C([O-])[O-], CN(C)C=O, [Cs+], [Cs+], CC(C)(C)OC(=O)Nc1cc(O)ccc1F. Product: CC(C)(C)OC(=O)Nc1cc(Oc2ccc([N+](=O)[O-])nc2)ccc1F. Reaction SMILES: [Br:17][c:18]1[cH:19][cH:20][c:21]([N+:24](=[O:25])[O-:26])[n:22][cH:23]1.[C:27](=[O:28])([O-:29])[O-:30].[CH3:33][N:34]([CH3:35])[CH:36]=[O:37].[Cs+:31].[Cs+:32].[F:1][c:2]1[c:3]([NH:9][C:10]([O:11][C:12]([CH3:13])([CH3:14])[CH3:15])=[O:16])[cH:4][c:5]([OH:8])[cH:6][cH:7]1>>[F:1][c:2]1[c:3]([NH:9][C:10]([O:11][C:12]([CH3:13])([CH3:14])[CH3:15])=[O:16])[cH:4][c:5]([O:8][c:18]2[cH:19][cH:20][c:21]([N+:24](=[O:25])[O-:26])[n:22][cH:23]2)[cH:6][cH:7]1. Starting materials: N(=[N+]=[N-])C=1C[C@H]2N(C1C(=O)OCC1=CC=C(C=C1)[N+](=O)[O-])C(C2)=O (p-nitrobenzyl 2-azido-carbapen-2-em-3-carboxylate), C(C)(=O)OC=C (vinyl acetate), C([O-])(O)=O.[Na+] (sodium bicarbonate). The solvent is ClCCl (dichloromethane). Reaction conditions: time 2 day. Product: C(C)(=O)OC1N(C1)C=1C[C@H]2N(C1C(=O)OCC1=CC=C(C=C1)[N+](=O)[O-])C(C2)=O (p-nitrobenzyl 2-(2-acetoxyaziridin-1-yl)-carbapen-2-em-3-carboxylate). Isolated yield 41.0%. Reaction SMILES: [N:1]([C:4]1[CH2:5][C@@H:6]2[CH2:23][C:22](=[O:24])[N:7]2[C:8]=1[C:9]([O:11][CH2:12][C:13]1[CH:18]=[CH:17][C:16]([N+:19]([O-:21])=[O:20])=[CH:15][CH:14]=1)=[O:10])=[N+]=[N-].[C:25]([O:28][CH:29]=[CH2:30])(=[O:27])[CH3:26].C(=O)(O)[O-].[Na+]>ClCCl>[C:25]([O:28][CH:29]1[CH2:30][N:1]1[C:4]1[CH2:5][C@@H:6]2[CH2:23][C:22](=[O:24])[N:7]2[C:8]=1[C:9]([O:11][CH2:12][C:13]1[CH:18]=[CH:17][C:16]([N+:19]([O-:21])=[O:20])=[CH:15][CH:14]=1)=[O:10])(=[O:27])[CH3:26] |f:2.3|. Procedure details: A mixture of p-nitrobenzyl 2-azido-carbapen-2-em-3-carboxylate (11.3 mg, 34 micromol), vinyl acetate (0.1 ml), and solid sodium bicarbonate in dry dichloromethane was kept 2 days at ambient temperature, filtered through florisil, and evaporated under vacuum. The residue was chromatographed on one 15 cm×20 cm 250 micron silica gel preparative thin layer chromatography plate developed with 5:1 (v/v) diethyl ether-ethyl acetate. The band centered at Rf 0.20 was eluted with ethyl acetate and the elu... Reactants: CO, CN(C)C=O, OC(CCl)c1ccc(Cl)cc1Cl, [Na], O, c1c[nH]cn1. The product is OC(Cn1ccnc1)c1ccc(Cl)cc1Cl. Reaction SMILES: [CH3:20][OH:21].[CH3:22][N:23]([CH3:24])[CH:25]=[O:26].[Cl:7][c:8]1[c:9]([CH:15]([CH2:16][Cl:17])[OH:18])[cH:10][cH:11][c:12]([Cl:14])[cH:13]1.[Na:1].[OH2:19].[nH:2]1[cH:3][n:4][cH:5][cH:6]1>>[n:2]1([CH2:16][CH:15]([c:9]2[c:8]([Cl:7])[cH:13][c:12]([Cl:14])[cH:11][cH:10]2)[OH:18])[cH:3][n:4][cH:5][cH:6]1.